This data is from the Open Reaction Database (ORD), a public repository of structured organic reaction records. The task is: describe an organic reaction: reactants, conditions, products, and yield Procedure: A mixture of 5-(3-benzyloxy-6-hydroxy-5,6,7,8-tetrahydronaphthalen-2-yl)-1,1-dioxo-1,2,5-thiadiazolidin-3-one (158 mg, 0.40 mmol), intermediate from Example 45, chloromethoxymethylbenzene (0.068 mL, 0.49 mmol) and potassium carbonate (110 mg, 0.80 mmol) in DMF (4 mL) is stirred at RT for 18 h. The mixture is partitioned between EtOAc and 1 N HCl solution. The organic extract is dried with MgSO4 and concentrated. The residue is purified by chromatography to give the title compound as an oil: (M+N... Product: C(C1=CC=CC=C1)OC=1C(=CC=2CCC(CC2C1)O)C1=CC=CC=C1COCN1S(NCC1=O)(=O)=O (6-(3-Benzyloxy-6-hydroxy-5,6,7,8-tetrahydronaphthalen-2-yl)-2-benzyloxymethyl-1,1-dioxo-1,2,5-thiadiazolidin-3-one). Run at time 18 hour. Reaction SMILES: [CH2:1]([O:8][C:9]1[C:10](N2S(=O)(=O)NC(=O)C2)=[CH:11][C:12]2[CH2:13][CH2:14][CH:15]([OH:19])[CH2:16][C:17]=2[CH:18]=1)[C:2]1[CH:7]=[CH:6][CH:5]=[CH:4][CH:3]=1.OC1C([N:40]2[S:44](=[O:46])(=[O:45])[NH:43][C:42](=[O:47])[CH2:41]2)=CC2CCC(O)CC=2C=1.Cl[CH2:49][O:50][CH2:51][C:52]1[CH:57]=[CH:56][CH:55]=[CH:54][CH:53]=1.C(=O)([O-])[O-].[K+].[K+]>CN(C=O)C>[CH2:1]([O:8][C:9]1[C:10]([C:53]2[C:52]([CH2:51][O:50][CH2:49][N:43]3[C:42](=[O:47])[CH2:41][NH:40][S:44]3(=[O:45])=[O:46])=[CH:57][CH:56]=[CH:55][CH:54]=2)=[CH:11][C:12]2[CH2:13][CH2:14][CH:15]([OH:19])[CH2:16][C:17]=2[CH:18]=1)[C:2]1[CH:7]=[CH:6][CH:5]=[CH:4][CH:3]=1 |f:3.4.5|. Reactants: C(C1=CC=CC=C1)OC=1C(=CC=2CCC(CC2C1)O)N1CC(NS1(=O)=O)=O (5-(3-benzyloxy-6-hydroxy-5,6,7,8-tetrahydronaphthalen-2-yl)-1,1-dioxo-1,2,5-thiadiazolidin-3-one), OC=1C(=CC=2CCC(CC2C1)O)N1CC(NS1(=O)=O)=O (5-(3,6-Dihydroxy-5,6,7,8-tetrahydronaphthalen-2-yl)-1,1-dioxo-1,2,5-thiadiazolidin-3-one), ClCOCC1=CC=CC=C1 (chloromethoxymethylbenzene), C([O-])([O-])=O.[K+].[K+] (potassium carbonate). The solvent is CN(C)C=O (DMF). The reactants are S(O)(O)(=O)=O (sulfuric acid), NC1=C(C(=O)C2=CC(=C(C=C2)OC)OC)C=C(C(=C1)OC)OC (2-amino-4,5,3',4'-tetramethoxybenzophenone), C(CC(=O)C)(=O)OCCCC (butyl acetoacetate). Isolated yield 53.0%. Reported procedure: Conc. sulfuric acid was added to a mixture of 2-amino-4,5,3',4'-tetramethoxybenzophenone, butyl acetoacetate and acetic acid. The mixture was treated according to the same manner as in Reference Example 1 to give butyl 4-(3,4-dimethoxyphenyl)-6,7-dimethoxy-2-methylquinoline-3-carboxylate (53%). This compound was recrystallized from ethyl acetatehexane. Colorless prisms, mp. 119°-120° C. The product is COC=1C=C(C=CC1OC)C1=C(C(=NC2=CC(=C(C=C12)OC)OC)C)C(=O)OCCCC (butyl 4-(3,4-dimethoxyphenyl)-6,7-dimethoxy-2-methylquinoline-3-carboxylate). RXN SMILES: S(=O)(=O)(O)O.[NH2:6][C:7]1[CH:24]=[C:23]([O:25][CH3:26])[C:22]([O:27][CH3:28])=[CH:21][C:8]=1[C:9]([C:11]1[CH:16]=[CH:15][C:14]([O:17][CH3:18])=[C:13]([O:19][CH3:20])[CH:12]=1)=O.[C:29]([O:35][CH2:36][CH2:37][CH2:38][CH3:39])(=[O:34])[CH2:30][C:31]([CH3:33])=O>C(O)(=O)C>[CH3:20][O:19][C:13]1[CH:12]=[C:11]([C:9]2[C:8]3[C:7](=[CH:24][C:23]([O:25][CH3:26])=[C:22]([O:27][CH3:28])[CH:21]=3)[N:6]=[C:31]([CH3:33])[C:30]=2[C:29]([O:35][CH2:36][CH2:37][CH2:38][CH3:39])=[O:34])[CH:16]=[CH:15][C:14]=1[O:17][CH3:18]. Run in C(C)(=O)O (acetic acid).